From a dataset of the Open Reaction Database (ORD), a public repository of structured organic reaction records. describe an organic reaction: reactants, conditions, products, and yield Reactants: NC1=C(C=C(C=C1)F)O (2-amino-5-fluorophenol), FC1=C(C(=O)Cl)C=C(C=C1)[N+](=O)[O-] (2-fluoro-5-nitrobenzoyl chloride). Product: OC1=C(C=CC(=C1)F)NC(C1=C(C=CC(=C1)[N+](=O)[O-])F)=O (N-(2-Hydroxy-4-fluorophenyl)-2-fluoro-5-nitrobenzamide). RXN SMILES: [NH2:1][C:2]1[CH:7]=[CH:6][C:5]([F:8])=[CH:4][C:3]=1[OH:9].[F:10][C:11]1[CH:19]=[CH:18][C:17]([N+:20]([O-:22])=[O:21])=[CH:16][C:12]=1[C:13](Cl)=[O:14]>>[OH:9][C:3]1[CH:4]=[C:5]([F:8])[CH:6]=[CH:7][C:2]=1[NH:1][C:13](=[O:14])[C:12]1[CH:16]=[C:17]([N+:20]([O-:22])=[O:21])[CH:18]=[CH:19][C:11]=1[F:10]. Procedure details: Prepared by the method of Example 15a), from 2-amino-5-fluorophenol (508 mg, 4.0 mmol) and 2-fluoro-5-nitrobenzoyl chloride (814 g, 4.0 mmol) the subtitle compound was obtained. The product was used directly in the next step without purification. The solvent is CC(=O)C (acetone), CN(C=O)C (dimethylformamide). Reactants: O.O.O.O.O.N1=C(C=CC2=CC=CC=C12)COC=1C=C([O-])C=CC1.[Na+] (sodium 3-(2-quinolinylmethyloxy)phenoxide pentahydrate), C([O-])([O-])=O.[K+].[K+] (potassium carbonate), C(#N)C=1OC2=C(N1)C=CC(=C2)CBr (2-cyano-6-bromomethylbenzoxazole). Reaction SMILES: O.O.O.O.O.[N:6]1[C:15]2[C:10](=[CH:11][CH:12]=[CH:13][CH:14]=2)[CH:9]=[CH:8][C:7]=1[CH2:16][O:17][C:18]1[CH:19]=[C:20]([CH:22]=[CH:23][CH:24]=1)[O-:21].[Na+].C(=O)([O-])[O-].[K+].[K+].[C:32]([C:34]1[O:35][C:36]2[CH:42]=[C:41]([CH2:43]Br)[CH:40]=[CH:39][C:37]=2[N:38]=1)#[N:33]>CC(C)=O.CN(C)C=O>[C:32]([C:34]1[O:35][C:36]2[CH:42]=[C:41]([CH2:43][O:21][C:20]3[CH:22]=[CH:23][CH:24]=[C:18]([O:17][CH2:16][C:7]4[CH:8]=[CH:9][C:10]5[C:15](=[CH:14][CH:13]=[CH:12][CH:11]=5)[N:6]=4)[CH:19]=3)[CH:40]=[CH:39][C:37]=2[N:38]=1)#[N:33] |f:0.1.2.3.4.5.6,7.8.9|. Reported procedure: To a stirred solution of sodium 3-(2-quinolinylmethyloxy)phenoxide pentahydrate (3.63 g, 10 mmol) in acetone (85 ml) and dimethylformamide (10 ml) at room temperature are added successively potassium carbonate (2.07 g, 15 mmol) and 2-cyano-6-bromomethylbenzoxazole (1.90 g, 8.02 mmol). The resulting solution-suspension is refluxed for 16 hours and concentrated. Water (100 ml) and ethyl acetate (200 ml are added. Extraction with ethyl acetate is followed by washing with water and brine, drying (Mg... Product: C(#N)C=1OC2=C(N1)C=CC(=C2)COC2=CC(=CC=C2)OCC2=NC1=CC=CC=C1C=C2 (2-cyano-6-[3-(2-quinolinylmethyloxy)phenoxymethyl]benzoxazole). The reactants are C1(C=CCCC=C1)=O (2,6-cycloheptadienone), FC1=CC=C(C=C1)C1(OCCO1)CCCN (2-(4-fluorophenyl)-1,3-dioxolane-2-propanamine). The solvent is CO (methanol), CO (methanol). Yields the product FC1=CC=C(C=C1)C1(OCCO1)CCCN1C2CC(CC1CC2)=O (8-{3-[2-(4-fluorophenyl)-1,3-dioxolan-2-yl]-propyl}-8-azabicyclo [3.2.1]octan-3-one). RXN SMILES: [C:1]1(=[O:8])[CH:7]=[CH:6][CH2:5][CH2:4][CH:3]=[CH:2]1.[F:9][C:10]1[CH:15]=[CH:14][C:13]([C:16]2([CH2:21][CH2:22][CH2:23][NH2:24])[O:20][CH2:19][CH2:18][O:17]2)=[CH:12][CH:11]=1>CO>[F:9][C:10]1[CH:11]=[CH:12][C:13]([C:16]2([CH2:21][CH2:22][CH2:23][N:24]3[CH:6]4[CH2:5][CH2:4][CH:3]3[CH2:2][C:1](=[O:8])[CH2:7]4)[O:17][CH2:18][CH2:19][O:20]2)=[CH:14][CH:15]=1. Reported procedure: To a flask equipped with a nitrogen gas inlet, addition funnel and magnetic stirrer is charged 2.7 g. (0.025 mol) of 2,6-cycloheptadienone and 90 ml. of methanol. The solution is stirred and 5.63 g. (0.025 mol) of 2-(4-fluorophenyl)-1,3-dioxolane-2-propanamine in 90 ml. of methanol is added over 30 minutes. After the addition, the reaction is allowed to stir for 20 hrs. The solution is then concentrated in vacuo to afford an oil. Chromatography on 500 g. of silica gel gives, after evaporation of... Reactants: COC(CC(C(=O)O)NC(=O)C=1SC(=CC1)C)=O (2-[(5-Methyl-thiophene-2-carbonyl)-amino]-succinic acid 4-methyl ester), C(C)(=O)OC(C)=O (acetic anhydride). Run in N1=CC=CC=C1 (pyridine). Reaction conditions: temperature 90 celsius. Yields the product COC(CC(C(C)=O)NC(=O)C=1SC(=CC1)C)=O (3-[(5-Methyl-thiophene-2-carbonyl)-amino]-4-oxo-pentanoic acid methyl ester). As a reaction SMILES: [CH3:1][O:2][C:3](=[O:18])[CH2:4][CH:5]([NH:9][C:10]([C:12]1[S:13][C:14]([CH3:17])=[CH:15][CH:16]=1)=[O:11])[C:6]([OH:8])=O.[C:19](OC(=O)C)(=O)C>N1C=CC=CC=1>[CH3:1][O:2][C:3](=[O:18])[CH2:4][CH:5]([NH:9][C:10]([C:12]1[S:13][C:14]([CH3:17])=[CH:15][CH:16]=1)=[O:11])[C:6](=[O:8])[CH3:19]. Procedure details: 2-[(5-Methyl-thiophene-2-carbonyl)-amino]-succinic acid 4-methyl ester (12 g, 45 mmol), pyridine (60 mL) and acetic anhydride (50 mL) were combined in a 500 mL flask. The reaction mixture was heated at 90° C. for 2 h and then cooled to ambient temperature. After concentrating the reaction mixture under reduced pressure, DI water was added (100 mL). (Potential exotherm!). The reaction mixture was partitioned between water and CH2Cl2. The organic phase was washed with 1N HCl and then dried (MgSO4)... Starting materials: CCCN(CCSc1ccc(OCC(=O)OCC)c(CC)c1)S(=O)(=O)c1sc2ccc(Cl)cc2c1C, C1CCOC1, CCOC(C)=O, Cl, [Li+], [OH-]. The product is CCCN(CCSc1ccc(OCC(=O)O)c(CC)c1)S(=O)(=O)c1sc2ccc(Cl)cc2c1C. RXN SMILES: [CH2:1]([CH3:2])[O:3][C:4]([CH2:5][O:6][c:7]1[c:8]([CH2:34][CH3:35])[cH:9][c:10]([S:13][CH2:14][CH2:15][N:16]([CH2:17][CH2:18][CH3:19])[S:20](=[O:21])(=[O:22])[c:23]2[c:24]([CH3:33])[c:25]3[c:26]([s:27]2)[cH:28][cH:29][c:30]([Cl:32])[cH:31]3)[cH:11][cH:12]1)=[O:36].[CH2:40]1[O:41][CH2:42][CH2:43][CH2:44]1.[CH3:45][CH2:46][O:47][C:48]([CH3:49])=[O:50].[ClH:39].[Li+:38].[OH-:37]>>[O:3]=[C:4]([CH2:5][O:6][c:7]1[c:8]([CH2:34][CH3:35])[cH:9][c:10]([S:13][CH2:14][CH2:15][N:16]([CH2:17][CH2:18][CH3:19])[S:20](=[O:21])(=[O:22])[c:23]2[c:24]([CH3:33])[c:25]3[c:26]([s:27]2)[cH:28][cH:29][c:30]([Cl:32])[cH:31]3)[cH:11][cH:12]1)[OH:36]. Reactants: Cl.FC=1C=C(CN2N=CC(=C2)C2=CN(C3=NC=C(C=C32)C3=CC=C(C=C3)C3CCNCC3)S(=O)(=O)C3=CC=C(C)C=C3)C=CC1 (3-(1-(3-fluorobenzyl)-1H-pyrazol-4-yl)-5-(4-(piperidin-4-yl)phenyl)-1-tosyl-1H-pyrrolo[2,3-b]pyridine hydrochloride), FC=1C=C(CN2N=CC(=C2)C2=CN(C3=NC=C(C=C32)C3=CC(=C(C=C3)N3CCN(CC3)CC(=O)N)NS(=O)(=O)C)S(=O)(=O)C3=CC=C(C)C=C3)C=CC1 (2-(4-(4-(3-(1-(3-fluorobenzyl)-1H-pyrazol-4-yl)-1-tosyl-1H-pyrrolo[2,3-b]pyridin-5-yl)-2-(methylsulfonamido)phenyl)piperazin-1-yl)acetamide), [OH-].[Li+] (lithium hydroxide). The solvent is C1CCOC1.CO.O (THF methanol Water). The product is FC=1C=C(CN2N=CC(=C2)C2=CNC3=NC=C(C=C32)C3=CC(=C(C=C3)N3CCN(CC3)CC(=O)N)NS(=O)(=O)C)C=CC1 (2-(4-(4-(3-(1-(3-fluorobenzyl)-1H-pyrazol-4-yl)-1H-pyrrolo[2,3-b]pyridin-5-yl)-2-(methyl sulfonamido)phenyl)piperazin-1-yl)acetamide). Isolated yield 23.6%. As a reaction SMILES: Cl.FC1C=C(C=CC=1)CN1C=C(C2C3C(=NC=C(C4C=CC(C5CCNCC5)=CC=4)C=3)N(S(C3C=CC(C)=CC=3)(=O)=O)C=2)C=N1.[F:46][C:47]1[CH:48]=[C:49]([CH:96]=[CH:97][CH:98]=1)[CH2:50][N:51]1[CH:55]=[C:54]([C:56]2[C:64]3[C:59](=[N:60][CH:61]=[C:62]([C:65]4[CH:70]=[CH:69][C:68]([N:71]5[CH2:76][CH2:75][N:74]([CH2:77][C:78]([NH2:80])=[O:79])[CH2:73][CH2:72]5)=[C:67]([NH:81][S:82]([CH3:85])(=[O:84])=[O:83])[CH:66]=4)[CH:63]=3)[N:58](S(C3C=CC(C)=CC=3)(=O)=O)[CH:57]=2)[CH:53]=[N:52]1.[OH-].[Li+]>C1COCC1.CO.O>[F:46][C:47]1[CH:48]=[C:49]([CH:96]=[CH:97][CH:98]=1)[CH2:50][N:51]1[CH:55]=[C:54]([C:56]2[C:64]3[C:59](=[N:60][CH:61]=[C:62]([C:65]4[CH:70]=[CH:69][C:68]([N:71]5[CH2:72][CH2:73][N:74]([CH2:77][C:78]([NH2:80])=[O:79])[CH2:75][CH2:76]5)=[C:67]([NH:81][S:82]([CH3:85])(=[O:83])=[O:84])[CH:66]=4)[CH:63]=3)[NH:58][CH:57]=2)[CH:53]=[N:52]1 |f:0.1,3.4,5.6.7|. Procedure: Using similar reaction conditions as described in step-iii of example-1, 2-(4-(4-(3-(1-(3-fluorobenzyl)-1H-pyrazol-4-yl)-1-tosyl-1H-pyrrolo[2,3-b]pyridin-5-yl)-2-(methylsulfonamido)phenyl)piperazin-1-yl)acetamide (80 mg, 0.1 mmol) was hydrolyzed with lithium hydroxide (13 mg, 0.3 mmol) in THF/methanol/Water (2/2/1 mL) to yield 15 mg (23.6% yield. 1H NMR (DMSO-d6, 400 MHz): δ 8.45-8.40 (m, 3H), 8.3 (s, 1H), 7.94 (s, 1H), 7.767-7.761 (d, 1H), 7.615-7.610 (d, 1H), 7.53-7.51 (d, 1H), 7.40-7.33 (m, 2...